Dataset: the Open Reaction Database (ORD), a public repository of structured organic reaction records. Task: describe an organic reaction: reactants, conditions, products, and yield Reagents/catalysts: [Pt]=O (platinum oxide). Isolated yield 89.8%. Starting materials: C(C)OC(=O)C1=C(CCC1)C1=C(C=CC(=C1)OC)OC (2-(2,5-dimethoxy-phenyl)-cyclopent-1-enecarboxylic acid ethyl ester). Product: C(C)OC(=O)C1C(CCC1)C1=C(C=CC(=C1)OC)OC (2-(2,5-Dimethoxy-phenyl)-cyclopentanecarboxylic acid ethyl ester). Procedure: Dissolve 2-(2,5-dimethoxy-phenyl)-cyclopent-1-enecarboxylic acid ethyl ester (5 g, 18 mmol) in methanol (150 ml) exchange with N2 3×, add platinum oxide (1.6 g 7.2 mmol), add 60 psi of H2 for 24 hours at room temperature. Filter off catalyst, concentrate the filtrate to give the title compound (4.5 g, 89%): 1H NMR (CDCl3) δ 6.77-6.67 (m, 3H), 3.81 (s, 3H), 3.74 (s, 3H), 3.71-3.57 (m, 3H), 3.32-3.27 (m, 1H), 2.13-1.96 (m, 4H), 1.89-1.83 (m, 1H), 1.70-1.62 (m, 1H), 0.83-0.79 (t, 3H). Reaction SMILES: [CH2:1]([O:3][C:4]([C:6]1[CH2:10][CH2:9][CH2:8][C:7]=1[C:11]1[CH:16]=[C:15]([O:17][CH3:18])[CH:14]=[CH:13][C:12]=1[O:19][CH3:20])=[O:5])[CH3:2]>CO.C(=O)(O)[O-].[Na+].[Pt]=O>[CH2:1]([O:3][C:4]([CH:6]1[CH2:10][CH2:9][CH2:8][CH:7]1[C:11]1[CH:16]=[C:15]([O:17][CH3:18])[CH:14]=[CH:13][C:12]=1[O:19][CH3:20])=[O:5])[CH3:2] |f:2.3|. Solvent: CO (methanol), C([O-])(O)=O.[Na+] (sodium bicarbonate).